From a dataset of the Open Reaction Database (ORD), a public repository of structured organic reaction records. describe an organic reaction: reactants, conditions, products, and yield Starting materials: [Na] (sodium), N1C=CC2=CC(=CC=C12)N1C=NC2=C1C=CC(=C2)C (1-(indol-5-yl)-5-methylbenzimidazole), C1(CCCCC1)=O (cyclohexanone). Solvent: CO (methanol). Product: C1(=CCCCC1)C1=CNC2=CC=C(C=C12)N1C=NC2=C1C=CC(=C2)C (1-(3-(Cyclohexen-1-yl)indol-5-yl)-5-methylbenzimidazole). Yield: 24.3%. Reaction SMILES: [Na].[NH:2]1[C:10]2[C:5](=[CH:6][C:7]([N:11]3[C:15]4[CH:16]=[CH:17][C:18]([CH3:20])=[CH:19][C:14]=4[N:13]=[CH:12]3)=[CH:8][CH:9]=2)[CH:4]=[CH:3]1.[C:21]1(=O)[CH2:26][CH2:25][CH2:24][CH2:23][CH2:22]1>CO>[C:21]1([C:4]2[C:5]3[C:10](=[CH:9][CH:8]=[C:7]([N:11]4[C:15]5[CH:16]=[CH:17][C:18]([CH3:20])=[CH:19][C:14]=5[N:13]=[CH:12]4)[CH:6]=3)[NH:2][CH:3]=2)[CH2:26][CH2:25][CH2:24][CH2:23][CH:22]=1 |^1:0|. Reported procedure: To a stirred solution of sodium (0.325 g, 14.2 mmol, 7.0 equivalents) in absolute methanol (10 mL) was added 1-(indol-5-yl)-5-methylbenzimidazole (0.500 g, 2.02 mmol) and cyclohexanone (0.84 mL, 8.08 mmol, 4.0 equivalents), and the resulting reaction solution was heated at reflux under nitrogen for 12 hours. The resulting mixture was evaporated under reduced pressure, and the residue was column chromatographed using silica gel (approximately 25 g) and eluted with 20% ethyl acetate in methylene c...